describe an organic reaction: reactants, conditions, products, and yield From a dataset of the Open Reaction Database (ORD), a public repository of structured organic reaction records. Reactants: O=C([O-])[O-], COc1cnc(N)cn1, ClC(Cl)Cl, COC(=O)c1cnc(Cl)cc1NC1CC2CCC(C1)N2C, [Cs+], [Cs+], O=C(C=Cc1ccccc1)C=Cc1ccccc1, O=C(C=Cc1ccccc1)C=Cc1ccccc1, O=C(C=Cc1ccccc1)C=Cc1ccccc1, [Pd], [Pd], CC1(C)c2cccc(P(c3ccccc3)c3ccccc3)c2Oc2c(P(c3ccccc3)c3ccccc3)cccc21. The product is COC(=O)c1cnc(Nc2cnc(OC)cn2)cc1NC1CC2CCC(C1)N2C. RXN SMILES: [C:31](=[O:32])([O-:33])[O-:34].[CH3:22][O:23][c:24]1[n:25][cH:26][c:27]([NH2:30])[n:28][cH:29]1.[CH:135]([Cl:136])([Cl:137])[Cl:138].[Cl:1][c:2]1[n:3][cH:4][c:5]([C:6](=[O:7])[O:8][CH3:9])[c:10]([NH:12][CH:13]2[CH2:14][CH:15]3[CH2:16][CH2:17][CH:18]([CH2:19]2)[N:20]3[CH3:21])[cH:11]1.[Cs+:35].[Cs+:36].[O:117]=[C:118]([CH:119]=[CH:120][c:121]1[cH:122][cH:123][cH:124][cH:125][cH:126]1)[CH:127]=[CH:128][c:129]1[cH:130][cH:131][cH:132][cH:133][cH:134]1.[O:81]=[C:82]([CH:83]=[CH:84][c:85]1[cH:86][cH:87][cH:88][cH:89][cH:90]1)[CH:91]=[CH:92][c:93]1[cH:94][cH:95][cH:96][cH:97][cH:98]1.[O:99]=[C:100]([CH:101]=[CH:102][c:103]1[cH:104][cH:105][cH:106][cH:107][cH:108]1)[CH:109]=[CH:110][c:111]1[cH:112][cH:113][cH:114][cH:115][cH:116]1.[Pd:79].[Pd:80].[c:37]1([P:38]([c:39]2[cH:40][cH:41][cH:42][cH:43][cH:44]2)[c:45]2[c:46]3[c:70]([cH:71][cH:72][cH:73]2)[C:67]([CH3:68])([CH3:69])[c:49]2[c:48]([c:53]([P:54]([c:55]4[cH:56][cH:57][cH:58][cH:59][cH:60]4)[c:61]4[cH:62][cH:63][cH:64][cH:65][cH:66]4)[cH:52][cH:51][cH:50]2)[O:47]3)[cH:74][cH:75][cH:76][cH:77][cH:78]1>>[c:2]1([NH:30][c:27]2[cH:26][n:25][c:24]([O:23][CH3:22])[cH:29][n:28]2)[n:3][cH:4][c:5]([C:6](=[O:7])[O:8][CH3:9])[c:10]([NH:12][CH:13]2[CH2:14][CH:15]3[CH2:16][CH2:17][CH:18]([CH2:19]2)[N:20]3[CH3:21])[cH:11]1. The reactants are C(=O)O (formic acid), Cl.Cl.ClC1=CC=C(C=C1)NC(=O)N1C(CNCC1)COC=1C=NC=CC1 (N-(4-chlorophenyl)-2-((pyridin-3-yloxy)methyl)piperazine-1-carboxamide dihydrochloride), [OH-].[Na+] (NaOH). Run in O (water), C=O (formaldehyde). Conditions: time 16 hour. Yields the product Cl.Cl.ClC1=CC=C(C=C1)NC(=O)N1C(CN(CC1)C)COC=1C=NC=CC1 (N-(4-Chlorophenyl)-4-methyl-2-((pyridin-3-yloxy)methyl)piperazine-1-carboxamide dihydrochloride). Yield: 7.0%. RXN SMILES: [ClH:1].Cl.[Cl:3][C:4]1[CH:9]=[CH:8][C:7]([NH:10][C:11]([N:13]2[CH2:18][CH2:17][NH:16][CH2:15][CH:14]2[CH2:19][O:20][C:21]2[CH:22]=[N:23][CH:24]=[CH:25][CH:26]=2)=[O:12])=[CH:6][CH:5]=1.[CH:27](O)=O.[OH-].[Na+]>C=O.O>[ClH:3].[ClH:1].[Cl:3][C:4]1[CH:9]=[CH:8][C:7]([NH:10][C:11]([N:13]2[CH2:18][CH2:17][N:16]([CH3:27])[CH2:15][CH:14]2[CH2:19][O:20][C:21]2[CH:22]=[N:23][CH:24]=[CH:25][CH:26]=2)=[O:12])=[CH:6][CH:5]=1 |f:0.1.2,4.5,8.9.10|. Procedure details: N-(4-chlorophenyl)-2-((pyridin-3-yloxy)methyl)piperazine-1-carboxamide dihydrochloride (prepared as described in Example 7) (141 mg, 0.335 mmol) was dissolved in formaldehyde (37% aqueous solution, 1 mL) and formic acid (1 mL) and heated to 60° C. After 16 h, the reaction mixture was brought to pH 12 with 1 N NaOH in water and was extracted with CH2Cl2 (3×10 mL). The combined organics were dried over Na2SO4, filtered, and concentrated under reduced pressure. The material was purified by HPLC (5 ... RXN SMILES: [CH3:10][N:11]=[C:12]=[O:13].[Cl:1][c:2]1[n:3][c:4]([CH2:8][OH:9])[n:5][cH:6][cH:7]1.[Cl:20][Cu:21].[O:15]=[CH:16][N:17]([CH3:18])[CH3:19].[OH2:14]>>[Cl:1][c:2]1[n:3][c:4]([CH2:8][O:9][C:12]([NH:11][CH3:10])=[O:13])[n:5][cH:6][cH:7]1. Starting materials: CN=C=O, OCc1nccc(Cl)n1, Cl[Cu], CN(C)C=O, O. The product is CNC(=O)OCc1nccc(Cl)n1. Starting materials: CCOC(=O)c1ccc(N=C2CCCc3ccccc32)cc1, CCO. Yields the product CCOC(=O)c1ccc(NC2CCCc3ccccc32)cc1. As a reaction SMILES: [C:1]1(=[N:11][c:12]2[cH:13][cH:14][c:15]([C:18](=[O:19])[O:20][CH2:21][CH3:22])[cH:16][cH:17]2)[CH2:2][CH2:3][CH2:4][c:5]2[cH:6][cH:7][cH:8][cH:9][c:10]21.[CH3:23][CH2:24][OH:25]>>[CH:1]1([NH:11][c:12]2[cH:13][cH:14][c:15]([C:18](=[O:19])[O:20][CH2:21][CH3:22])[cH:16][cH:17]2)[CH2:2][CH2:3][CH2:4][c:5]2[cH:6][cH:7][cH:8][cH:9][c:10]21. The reactants are OC1=C(C=O)C(=CC(=C1)OC1OCCCC1)C (2-hydroxy-6-methyl-4-(tetrahydro-pyran-2-yloxy)-benzaldehyde), N1=CC=CC=C1 (pyridine), O(S(=O)(=O)C(F)(F)F)S(=O)(=O)C(F)(F)F (Tf2O). Solvent: ClCCl (dichloromethane), [Cl-].[Na+].O (brine). Reaction conditions: temperature 0 celsius, time 3 hour. Product: C(=O)C1=C(C=C(C=C1C)OC1OCCCC1)OS(=O)(=O)C(F)(F)F (Trifluoro-methanesulfonic acid 2-formyl-3-methyl-5-(tetrahydro-pyran-2-yloxy)-phenyl ester). Yield: 69.9%. RXN SMILES: [OH:1][C:2]1[CH:9]=[C:8]([O:10][CH:11]2[CH2:16][CH2:15][CH2:14][CH2:13][O:12]2)[CH:7]=[C:6]([CH3:17])[C:3]=1[CH:4]=[O:5].N1C=CC=CC=1.[O:24](S(C(F)(F)F)(=O)=O)[S:25]([C:28]([F:31])([F:30])[F:29])(=O)=[O:26]>ClCCl.[Cl-].[Na+].O>[CH:4]([C:3]1[C:6]([CH3:17])=[CH:7][C:8]([O:10][CH:11]2[CH2:16][CH2:15][CH2:14][CH2:13][O:12]2)=[CH:9][C:2]=1[O:1][S:25]([C:28]([F:31])([F:30])[F:29])(=[O:26])=[O:24])=[O:5] |f:4.5.6|. Procedure details: To a solution of 2-hydroxy-6-methyl-4-(tetrahydro-pyran-2-yloxy)-benzaldehyde (8.70 g, 36.8 mmol) and pyridine (14.56 g, 184.1 mmol) in dichloromethane (40 mL) was slowly added Tf2O (15.58 g, 55.2 mol) at −10 to 0° C. The mixture was stirred at 0° C. for 3 hours. The mixture was diluted with cold brine and extracted with 50% EtOAc/hexane. The organic extracts were washed with brine, dried and concentrated in vacuo. The residue was purified by silica gel flash column chromatography (EtOAc/hexane=... The reactants are [Al+3], CCN(CC)CC(=O)Nc1ccc(NS(C)(=O)=O)cc1, CCOC(C)=O, [H-], [H-], [H-], [H-], [Li+], [Na+], C1CCOC1, [OH-], O. Yields the product CCN(CC)CCNc1ccc(NS(C)(=O)=O)cc1. RXN SMILES: [Al+3:27].[CH2:6]([CH3:7])[N:8]([CH2:9][C:10](=[O:11])[NH:12][c:13]1[cH:14][cH:15][c:16]([NH:19][S:20](=[O:21])(=[O:22])[CH3:23])[cH:17][cH:18]1)[CH2:24][CH3:25].[CH3:34][CH2:35][O:36][C:37](=[O:38])[CH3:39].[H-:26].[H-:29].[H-:30].[H-:31].[Li+:28].[Na+:33].[O:1]1[CH2:2][CH2:3][CH2:4][CH2:5]1.[OH-:32].[OH2:40]>>[CH2:6]([CH3:7])[N:8]([CH2:9][CH2:10][NH:12][c:13]1[cH:14][cH:15][c:16]([NH:19][S:20](=[O:21])(=[O:22])[CH3:23])[cH:17][cH:18]1)[CH2:24][CH3:25].